Task: describe an organic reaction: reactants, conditions, products, and yield. Dataset: the Open Reaction Database (ORD), a public repository of structured organic reaction records Starting materials: CO, CC(C)CC(C(=O)NN(CC(C)C)C(=O)CC(=O)n1ccnc1)C(CCCc1ccccc1)C(=O)NOC1CCCCO1, O, Cc1ccc(S(=O)(=O)O)cc1. Yields the product CC(C)CC(C(=O)NN(CC(C)C)C(=O)CC(=O)n1ccnc1)C(CCCc1ccccc1)C(=O)NO, Cc1ccc(S(=O)(=O)O)cc1. RXN SMILES: [CH3:56][OH:57].[O:1]1[CH2:2][CH2:3][CH2:4][CH2:5][CH:6]1[O:7][NH:8][C:9](=[O:10])[CH:11]([CH2:12][CH2:13][CH2:14][c:15]1[cH:16][cH:17][cH:18][cH:19][cH:20]1)[CH:21]([C:22](=[O:23])[NH:24][N:25]([CH2:26][CH:27]([CH3:28])[CH3:29])[C:30]([CH2:31][C:32](=[O:33])[n:34]1[cH:35][n:36][cH:37][cH:38]1)=[O:39])[CH2:40][CH:41]([CH3:42])[CH3:43].[OH2:44].[c:45]1([CH3:55])[cH:46][cH:47][c:48]([S:51](=[O:52])(=[O:53])[OH:54])[cH:49][cH:50]1>>[OH:7][NH:8][C:9](=[O:10])[CH:11]([CH2:12][CH2:13][CH2:14][c:15]1[cH:16][cH:17][cH:18][cH:19][cH:20]1)[CH:21]([C:22](=[O:23])[NH:24][N:25]([CH2:26][CH:27]([CH3:28])[CH3:29])[C:30]([CH2:31][C:32](=[O:33])[n:34]1[cH:35][n:36][cH:37][cH:38]1)=[O:39])[CH2:40][CH:41]([CH3:42])[CH3:43].[c:45]1([CH3:55])[cH:46][cH:47][c:48]([S:51](=[O:52])(=[O:53])[OH:54])[cH:49][cH:50]1. Reaction SMILES: [C:3](=[O:4])([CH3:5])[O:6][CH:7]([CH2:8][CH2:9][CH2:10][CH2:11][n:12]1[c:13](=[O:14])[nH:15][c:16]2[n:17][cH:18][n:19]([CH3:23])[c:20]2[c:21]1=[O:22])[CH3:24].[CH3:27][OH:28].[ClH:25].[K+:2].[OH-:1].[OH2:26]>>[OH:6][CH:7]([CH2:8][CH2:9][CH2:10][CH2:11][n:12]1[c:13](=[O:14])[nH:15][c:16]2[n:17][cH:18][n:19]([CH3:23])[c:20]2[c:21]1=[O:22])[CH3:24]. The reactants are CC(=O)OC(C)CCCCn1c(=O)[nH]c2ncn(C)c2c1=O, CO, Cl, [K+], [OH-], O. The product is CC(O)CCCCn1c(=O)[nH]c2ncn(C)c2c1=O. The reactants are COC1=CC2=C(C=C(O2)C#CC2=CC=C(C=C2)C#CC2(COC(OC2)(C)C)NC(OC(C)(C)C)=O)C=C1 (tert-Butyl 5-((4-((6-methoxybenzofuran-2-yl)ethynyl)phenyl)-ethynyl)-2,2-dimethyl-1,3-dioxan-5-ylcarbamate), C(C)(C)(C)OC(NC1(COC(OC1)(C)C)C#CC1=CC=C(C=C1)C#CCN1C=C(C2=CC=C(C=C12)OC)C(C1=CC(=C(C(=C1)OC)OC)OC)=O)=O (tert-butyl-5-((4-(3-(6-methoxy-3-(3,4,5-trimethoxybenzoyl)-1H-indol-1-yl)prop-1-ynyl)phenyl)ethynyl)-2,2-dimethyl-1,3-dioxan-5-ylcarbamate). Yields the product C(C)(C)(C)OC(NC1(COC(OC1)(C)C)CCC1=CC=C(C=C1)CCC=1OC2=C(C1)C=CC(=C2)OC)=O (tert-Butyl-5-(4-(2-(6-methoxybenzofuran-2-yl)ethyl)phenethyl)-2,2-dimethyl-1,3-dioxan-5-ylcarbamate). Reaction SMILES: [CH3:1][O:2][C:3]1[CH:37]=[CH:36][C:6]2[CH:7]=[C:8]([C:10]#[C:11][C:12]3[CH:17]=[CH:16][C:15]([C:18]#[C:19][C:20]4([NH:28][C:29](=[O:35])[O:30][C:31]([CH3:34])([CH3:33])[CH3:32])[CH2:25][O:24][C:23]([CH3:27])([CH3:26])[O:22][CH2:21]4)=[CH:14][CH:13]=3)[O:9][C:5]=2[CH:4]=1.C(OC(=O)NC1(C#CC2C=CC(C#CCN3C4C(=CC=C(OC)C=4)C(C(=O)C4C=C(OC)C(OC)=C(OC)C=4)=C3)=CC=2)COC(C)(C)OC1)(C)(C)C>>[C:31]([O:30][C:29](=[O:35])[NH:28][C:20]1([CH2:19][CH2:18][C:15]2[CH:16]=[CH:17][C:12]([CH2:11][CH2:10][C:8]3[O:9][C:5]4[CH:4]=[C:3]([O:2][CH3:1])[CH:37]=[CH:36][C:6]=4[CH:7]=3)=[CH:13][CH:14]=2)[CH2:21][O:22][C:23]([CH3:26])([CH3:27])[O:24][CH2:25]1)([CH3:32])([CH3:33])[CH3:34]. Procedure: When the product of Step E was substituted for tert-butyl-5-((4-(3-(6-methoxy-3-(3,4,5-trimethoxybenzoyl)-1H-indol-1-yl)prop-1-ynyl)phenyl)ethynyl)-2,2-dimethyl-1,3-dioxan-5-ylcarbamate in Example 14, Step D, the similar process afforded the title compound in 69%, as light creamy crystalline compound. 1H-NMR CDCl3) 1.40 (s, 3H); 1.42 (s, 3H); 1.46 (s, 9H); 1.92-2.03 (m, 2H); 2.49-2.55 (m, 2H); 2.99 (s, 4H); 3.65 (d, 2H, J=11.79 Hz); 3.83 (s, 3H); 3.87 (d, 2H, J=11.76 Hz); 4.94 (s, 1H); 6.25 (s, ... The reactants are B, CCCCNC(=O)c1cccc(OC)c1OC, C1CCOC1, CSC, CCOCC. The product is CCCCNCc1cccc(OC)c1OC. As a reaction SMILES: [BH3:18].[CH2:1]([CH2:2][CH2:3][CH3:4])[NH:5][C:6]([c:7]1[c:8]([O:15][CH3:16])[c:9]([O:13][CH3:14])[cH:10][cH:11][cH:12]1)=[O:17].[CH2:22]1[O:23][CH2:24][CH2:25][CH2:26]1.[CH3:19][S:20][CH3:21].[CH3:27][CH2:28][O:29][CH2:30][CH3:31]>>[CH2:1]([CH2:2][CH2:3][CH3:4])[NH:5][CH2:6][c:7]1[c:8]([O:15][CH3:16])[c:9]([O:13][CH3:14])[cH:10][cH:11][cH:12]1. The reactants are COC=1C(C=CC=CC1)=O (2-methoxy-2,4,6-cycloheptatrien-1-one), CO (methanol), NC(=S)N (thiourea), C[O-].[Na+].CO (sodium methoxide methanol). Run in C(C)(=O)O (acetic acid). Reaction conditions: time 30 minute. Yields the product SC=1N=C2C(N1)=CC=CC=C2 (2-Mercaptocycloheptimidazole). Isolated yield 69.9%. Reaction SMILES: CO[C:3]1[C:4](=O)[CH:5]=[CH:6][CH:7]=[CH:8][CH:9]=1.[NH2:11][C:12]([NH2:14])=[S:13].C[O-].[Na+].CO.CO>C(O)(=O)C>[SH:13][C:12]1[N:11]=[C:4]2[CH:5]=[CH:6][CH:7]=[CH:8][CH:9]=[C:3]2[N:14]=1 |f:2.3.4|. Procedure: In accordance with the method described in Journal of the Americal Chemical Society, Vol. 76, pages 3352 to 3353 (1954), 150 g of 2-methoxy-2,4,6-cycloheptatrien-1-one and 84 g of thiourea were added to 255 g of 28% sodium methoxide/methanol solution and stirred for 30 minutes at room temperature. Further, 600 ml of methanol was added and acetic acid was added until the pH of the resulting solution became 5 or so. The crystals precipitated were separated by filtration and washed with methanol. N... Solvent: CN(C)C=O (DMF), CN(C)C=O (DMF). Yields the product COC(=O)C=1C=C(C2=C(N(C(=N2)CCC)CC2=CC3=C(\C(\C4=C(CC3)C=CC=C4)=C\C#N)C=C2)C1)C ((E)-[2-(6-methoxycarbonyl-4-methyl-2-propylbenzimidazol-1-yl)methyl-10,11-dihydro-5H-dibenzo[a,d]cyclohepten-5-ylidene]acetonitrile). Isolated yield 73.0%. As a reaction SMILES: [CH3:1][O:2][C:3]([C:5]1[CH:6]=[C:7]([CH3:17])[C:8]2[NH:12][C:11]([CH2:13][CH2:14][CH3:15])=[N:10][C:9]=2[CH:16]=1)=[O:4].CC(C)([O-])C.[K+].Br[CH2:25][C:26]1[CH:43]=[CH:42][C:29]2/[C:30](=[CH:39]/[C:40]#[N:41])/[C:31]3[CH:38]=[CH:37][CH:36]=[CH:35][C:32]=3[CH2:33][CH2:34][C:28]=2[CH:27]=1.C(OCC)(=O)C>CN(C=O)C>[CH3:1][O:2][C:3]([C:5]1[CH:6]=[C:7]([CH3:17])[C:8]2[N:12]=[C:11]([CH2:13][CH2:14][CH3:15])[N:10]([CH2:25][C:26]3[CH:43]=[CH:42][C:29]4/[C:30](=[CH:39]/[C:40]#[N:41])/[C:31]5[CH:38]=[CH:37][CH:36]=[CH:35][C:32]=5[CH2:33][CH2:34][C:28]=4[CH:27]=3)[C:9]=2[CH:16]=1)=[O:4] |f:1.2|. Procedure details: [step 1] 6-Methoxycarbonyl-4-methyl-2-propylbenzimidazole (EP502314; 1.19 g, 5.13 mmol) was dissolved in DMF (15 mL), potassium tert-butoxide (0.60 g, 5.3 mmol) was added at 0° C., and the mixture was stirred for 10 min. To this mixture was added a solution of (E)-(2-bromomethyl-10,11-dihydro-5H-dibenzo[a,d]cyclohepten-5-ylidene)acetonitrile obtained in Reference Example B1 in DMF (8 mL), and the mixture was stirred at room temperature for 2 hr. Ethyl acetate was added to the mixture, and the or... Starting materials: CC(C)([O-])C.[K+] (potassium tert-butoxide), C(C)(=O)OCC (Ethyl acetate), COC(=O)C=1C=C(C2=C(N=C(N2)CCC)C1)C (6-Methoxycarbonyl-4-methyl-2-propylbenzimidazole), BrCC1=CC2=C(\C(\C3=C(CC2)C=CC=C3)=C\C#N)C=C1 ((E)-(2-bromomethyl-10,11-dihydro-5H-dibenzo[a,d]cyclohepten-5-ylidene)acetonitrile). Run at time 10 minute. Starting materials: FC(C(=O)O)(F)F.C(C1=CC=CC=C1)N1CC(C(C1)C=1SC(=C(C1)Br)Br)C(=O)O (1-Benzyl-4-(4,5-dibromo-thiophen-2-yl)-pyrrolidine-3-carboxylic acid trifluoroacetate), C(C(=O)Cl)(=O)Cl (oxalyl chloride). Reagents/catalysts: CN(C)C=O (DMF). Run in C(Cl)Cl (CH2Cl2). Run at temperature 22 celsius, time 1 hour. Product: Cl.C(C1=CC=CC=C1)N1CC(C(C1)C=1SC(=C(C1)Br)Br)C(=O)Cl (1-Benzyl-4-(4,5-dibromo-thiophen-2-yl)-pyrrolidine-3-carbonyl chloride hydrochloride). RXN SMILES: FC(F)(F)C(O)=O.[CH2:8]([N:15]1[CH2:19][CH:18]([C:20]2[S:21][C:22]([Br:26])=[C:23]([Br:25])[CH:24]=2)[CH:17]([C:27]([OH:29])=O)[CH2:16]1)[C:9]1[CH:14]=[CH:13][CH:12]=[CH:11][CH:10]=1.C(Cl)(=O)C([Cl:33])=O>C(Cl)Cl.CN(C=O)C>[ClH:33].[CH2:8]([N:15]1[CH2:19][CH:18]([C:20]2[S:21][C:22]([Br:26])=[C:23]([Br:25])[CH:24]=2)[CH:17]([C:27]([Cl:33])=[O:29])[CH2:16]1)[C:9]1[CH:14]=[CH:13][CH:12]=[CH:11][CH:10]=1 |f:0.1,5.6|. Reported procedure: The product from step c) (2.3 g, 5.18 mmol) in CH2Cl2 (26 ml) was treated with oxalyl chloride (2.3 ml, 26.3 mmol) followed by DMF (4 drops) and the mixture was stirred for 1 hour at 22° C. The solvent was evaporated in vacuo to give the crude subtitle compound as pink solid that was used without further purification. Reported procedure: The title compound was prepared as described in Example 429, substituting 2-methylbutanal for isobutyraldehyde and N-(4-(piperidin-4-yloxy)phenyl)-1H-pyrrolo[3,4-c]pyridine-2(3H)-carboxamide for N-(4-(1,2,3,6-tetrahydropyridin-4-yl)phenyl)isoindoline-2-carboxamide. 1H NMR (400 MHz, Pyridine-d5. Temp=90° C.) δ ppm 8.52-8.58 (m, 2H) 8.08 (s, 1H) 7.74 (d, J=8.85 Hz, 2H) 7.10 (d, J=4.58 Hz, 1H) 6.97-7.05 (m, 2H) 4.84 (d, J=6.71 The product is CC(CN1CCC(CC1)OC1=CC=C(C=C1)NC(=O)N1CC=2C=NC=CC2C1)CC (N-(4-{[1-(2-methylbutyl)piperidin-4-yl]oxy}phenyl)-1,3-dihydro-2H-pyrrolo[3,4-c]pyridine-2-carboxamide). As a reaction SMILES: C(=O)C(C)C.[NH:6]1[CH2:11][CH2:10][CH:9]([O:12][C:13]2[CH:18]=[CH:17][C:16]([NH:19][C:20]([N:22]3[CH2:30][C:29]4[CH:28]=[CH:27][N:26]=[CH:25][C:24]=4[CH2:23]3)=[O:21])=[CH:15][CH:14]=2)[CH2:8][CH2:7]1.N1C[CH:35]=[C:34]([C:37]2C=CC(NC(N3CC4C(=CC=CC=4)C3)=O)=CC=2)[CH2:33][CH2:32]1>>[CH3:35][CH:34]([CH2:33][CH3:32])[CH2:37][N:6]1[CH2:11][CH2:10][CH:9]([O:12][C:13]2[CH:18]=[CH:17][C:16]([NH:19][C:20]([N:22]3[CH2:30][C:29]4[CH:28]=[CH:27][N:26]=[CH:25][C:24]=4[CH2:23]3)=[O:21])=[CH:15][CH:14]=2)[CH2:8][CH2:7]1. The reactants are C(C(C)C)=O (isobutyraldehyde), N1CCC(CC1)OC1=CC=C(C=C1)NC(=O)N1CC=2C=NC=CC2C1 (N-(4-(piperidin-4-yloxy)phenyl)-1H-pyrrolo[3,4-c]pyridine-2(3H)-carboxamide), N1CCC(=CC1)C1=CC=C(C=C1)NC(=O)N1CC2=CC=CC=C2C1 (N-(4-(1,2,3,6-tetrahydropyridin-4-yl)phenyl)isoindoline-2-carboxamide).